From a dataset of the Open Reaction Database (ORD), a public repository of structured organic reaction records. describe an organic reaction: reactants, conditions, products, and yield The solvent is CN(C)C=O (DMF). The reactants are ClC=1C=CC2=C(N=C(O2)N2CCN(CC2)C)C1 (5-chloro-2-(4-methyl-1-piperazinyl)benzoxazole), C(C=C)I (allyl iodide). The product is [I-].C(C=C)[N+]1(CCN(CC1)C=1OC2=C(N1)C=C(C=C2)Cl)C (1-Allyl-1-methyl-4-(5-chlorobenzoxazol-2-yl)piperazinium iodide). Reported procedure: A 30 mg portion of 5-chloro-2-(4-methyl-1-piperazinyl)benzoxazole was dissolved in 5 ml of DMF, and the solution which was stirred at room temperature was mixed with 100 mg of allyl iodide and then stirred for 12 hours. The solvent was evaporated under a reduced pressure, and the thus obtained mixture was purified by an LH-20 gel chromatography (chloroform:methanol=1:1) to obtain the title compound (36 mg) in light yellow color. As a reaction SMILES: [Cl:1][C:2]1[CH:3]=[CH:4][C:5]2[O:9][C:8]([N:10]3[CH2:15][CH2:14][N:13]([CH3:16])[CH2:12][CH2:11]3)=[N:7][C:6]=2[CH:17]=1.[CH2:18]([I:21])[CH:19]=[CH2:20]>CN(C=O)C>[I-:21].[CH2:18]([N+:13]1([CH3:16])[CH2:14][CH2:15][N:10]([C:8]2[O:9][C:5]3[CH:4]=[CH:3][C:2]([Cl:1])=[CH:17][C:6]=3[N:7]=2)[CH2:11][CH2:12]1)[CH:19]=[CH2:20] |f:3.4|.